Dataset: the Open Reaction Database (ORD), a public repository of structured organic reaction records. Task: describe an organic reaction: reactants, conditions, products, and yield Starting materials: [OH-].[Na+] (sodium hydroxide), S(O)(O)(=O)=O (sulfuric acid), N1(CCNCC1)C(=O)O (piperazic acid), CC(C)=C (isobutylene), Cl (hydrogen chloride). The solvent is CCOCC (ether), O1CCOCC1 (dioxane), CCOCC (ether). Reaction conditions: time 8 hour. Yields the product Cl.Cl.C(C)(C)(C)OC(=O)N1CCNCC1 (piperazic acid t-butyl ester dihydrochloride salt). RXN SMILES: S(=O)(=O)(O)O.[N:6]1([C:12]([OH:14])=[O:13])[CH2:11][CH2:10][NH:9][CH2:8][CH2:7]1.[CH3:15][C:16](=[CH2:18])[CH3:17].[OH-].[Na+].[ClH:21]>CCOCC.O1CCOCC1>[ClH:21].[ClH:21].[C:16]([O:13][C:12]([N:6]1[CH2:11][CH2:10][NH:9][CH2:8][CH2:7]1)=[O:14])([CH3:18])([CH3:17])[CH3:15] |f:3.4,8.9.10|. Procedure details: A 250 ml pyrex heavy-walled pressure bottle is charged with 50 ml of dioxane, 3 ml of concentrated sulfuric acid, 1.3 g (0.01 mole) of piperazic acid (II-A) and approximately 75 ml of isobutylene, liquified by passage into a large test-tube cooled in a dry ice-acetone bath. The bottle is closed with a rubber stopper, clamped securely in place, and is shaken mechanically at room temperature overnight. The bottle is chilled in an ice bath and opened. The contents are poured into a separatory funne...